Dataset: the Open Reaction Database (ORD), a public repository of structured organic reaction records. Task: describe an organic reaction: reactants, conditions, products, and yield Yields the product CS(C)(=O)=NC(=O)c1cc(O)ccc1[N+](=O)[O-]. Starting materials: CC(=O)Oc1ccc([N+](=O)[O-])c(C(=O)N=S(C)(C)=O)c1, CO, Cl, [Na+], [OH-]. RXN SMILES: [C:1](=[O:2])([CH3:3])[O:4][c:5]1[cH:6][cH:7][c:8]([N+:18](=[O:19])[O-:20])[c:9]([C:10](=[O:11])[N:12]=[S:13](=[O:14])([CH3:15])[CH3:16])[cH:17]1.[CH3:24][OH:25].[ClH:23].[Na+:22].[OH-:21]>>[OH:4][c:5]1[cH:6][cH:7][c:8]([N+:18](=[O:19])[O-:20])[c:9]([C:10](=[O:11])[N:12]=[S:13](=[O:14])([CH3:15])[CH3:16])[cH:17]1. Reactants: CCCCCC (n-hexane), BrCCC=1SC=CC1CBr (2-(2-bromoethyl)-3-bromomethylthiophene), Cl.COC([C@@H](N)C1=C(C=CC=C1)Cl)=O ((S)-(+)-2-(2-chlorophenyl)glycine methyl ester hydrochloride), C(C)(C)N(CC)C(C)C (diisopropylethylamine). The solvent is C(C)(=O)OCC (ethyl acetate), C(C)#N (acetonitrile), C(C)#N (acetonitrile). Product: ClC1=C(C=CC=C1)[C@@H](C(=O)OC)N1CC2=C(CC1)SC=C2 (methyl (S)-(+)-α-(o-chlorophenyl)-6,7-dihydrothieno[3,2-c]pyridin-5(4H)-acetate). The yield is 88.3%. RXN SMILES: Br[CH2:2][CH2:3][C:4]1[S:5][CH:6]=[CH:7][C:8]=1[CH2:9]Br.Cl.[CH3:12][O:13][C:14](=[O:24])[C@H:15]([C:17]1[CH:22]=[CH:21][CH:20]=[CH:19][C:18]=1[Cl:23])[NH2:16].C(N(C(C)C)CC)(C)C.CCCCCC>C(#N)C.C(OCC)(=O)C>[Cl:23][C:18]1[CH:19]=[CH:20][CH:21]=[CH:22][C:17]=1[C@H:15]([N:16]1[CH2:2][CH2:3][C:4]2[S:5][CH:6]=[CH:7][C:8]=2[CH2:9]1)[C:14]([O:13][CH3:12])=[O:24] |f:1.2|. Procedure details: 5.0 g of 2-(2-bromoethyl)-3-bromomethylthiophene obtained in Example 7 was dissolved in 50 mL of acetonitrile, and added thereto was a solution obtained by dissolving 4.6 g of (S)-(+)-2-(2-chlorophenyl)glycine methyl ester hydrochloride and 6.8 g of diisopropylethylamine in 20 mL of acetonitrile over 30 minutes. The resulting mixture was refluxed for 8 hours, and concentrated by evaporation under reduced pressure. The residue was dissolved in 100 mL of ethyl acetate, and washed twice with 70 mL ... Solvent: C(C)#N (acetonitrile), C(C)#N (acetonitrile). As a reaction SMILES: [NH2:1][CH2:2][CH2:3][S:4][CH2:5][C:6]1[O:10][C:9]([CH2:11][N:12]([CH3:14])[CH3:13])=[CH:8][CH:7]=1.[C:15]([N:17]=[CH:18][O-])#[N:16]>C(#N)C>[C:15]([NH:17][CH:18]=[N:1][CH2:2][CH2:3][S:4][CH2:5][C:6]1[O:10][C:9]([CH2:11][N:12]([CH3:14])[CH3:13])=[CH:8][CH:7]=1)#[N:16]. Yields the product C(#N)NC=NCCSCC=1OC(=CC1)CN(C)C (N-cyano-N'-[2-[[[5-[(dimethyl-amino)methyl]-2-furanyl]methyl]thio]ethyl]formamidine). Procedure details: To a solution of 5.6 g of 5-[[(2-aminoethyl)thio]methyl]N,N-dimethylfuranmethanamine (prepared according to Belgian Pat. No. 857,388, hereby incorporated by reference) in 35 ml of acetonitrile are added dropwise 2.56 g of N-cyano-formimidate in 15 ml of acetonitrile, under cooling at 0° C. The mixture is maintained under stirring for 30 minutes and the acetonitrile is removed by vacuum evaporation. A solid residue is formed, which is crystallized from ethyl acetate. 2.1 g are obtained of N-cyano... Reaction conditions: temperature 0 celsius, time 30 minute. The reactants are NCCSCC1=CC=C(O1)CN(C)C (5-[[(2-aminoethyl)thio]methyl]N,N-dimethylfuranmethanamine), C(#N)N=C[O-] (N-cyano-formimidate).